From a dataset of the Open Reaction Database (ORD), a public repository of structured organic reaction records. describe an organic reaction: reactants, conditions, products, and yield Reactants: B, C1=CCCCC1, CSC, [Cl-], C=C(C)CC(O)c1ccc(NC(=O)c2ccccn2)cc1F, [NH4+], [Na+], C1CCOC1, [OH-], OO. Yields the product CC(CO)CC(O)c1ccc(NC(=O)c2ccccn2)cc1F. RXN SMILES: [BH3:4].[CH2:5]1[CH2:6][CH:7]=[CH:8][CH2:9][CH2:10]1.[CH3:1][S:2][CH3:3].[Cl-:37].[F:11][c:12]1[cH:13][c:14]([NH:24][C:25](=[O:26])[c:27]2[n:28][cH:29][cH:30][cH:31][cH:32]2)[cH:15][cH:16][c:17]1[CH:18]([CH2:19][C:20](=[CH2:21])[CH3:22])[OH:23].[NH4+:38].[Na+:34].[O:39]1[CH2:40][CH2:41][CH2:42][CH2:43]1.[OH-:33].[OH:35][OH:36]>>[F:11][c:12]1[cH:13][c:14]([NH:24][C:25](=[O:26])[c:27]2[n:28][cH:29][cH:30][cH:31][cH:32]2)[cH:15][cH:16][c:17]1[CH:18]([CH2:19][CH:20]([CH2:21][OH:33])[CH3:22])[OH:23]. Reactants: CC1=CCCCC1 (1-methylcyclohexene), CC1=CCCCC1 (1-methylcyclohexene), C (charcoal), C(C)(=O)O (acetic acid), OO (hydrogen peroxide). Reagents/catalysts: C(C)(=O)[O-].[Pd+2].C(C)(=O)[O-] (palladium acetate), C1(C=CC(C=C1)=O)=O (benzoquinone). Reaction conditions: time 2 hour. Yields the product C(C)(=O)OC1C(=CCCC1)C (2-methyl-cyclohex-2-en-1-yl acetate). Isolated yield 50.0%. RXN SMILES: [CH3:1][C:2]1[CH2:7][CH2:6][CH2:5][CH2:4][CH:3]=1.C.OO.[C:11]([OH:14])(=[O:13])[CH3:12]>C([O-])(=O)C.[Pd+2].C([O-])(=O)C.C1(=O)C=CC(=O)C=C1>[C:11]([O:14][CH:3]1[CH2:4][CH2:5][CH2:6][CH:7]=[C:2]1[CH3:1])(=[O:13])[CH3:12] |f:4.5.6|. Procedure details: Acetoxylation of 1-methylcyclohexene A 500 ml three-neck flask is charged with 15 g of 1-methylcyclohexene (0.15 moles), 150 g of acetic acid, 0.77 g of benzoquinone (7 mmoles), 1 g of active charcoal and 80 mg of palladium acetate (0.35 mmoles). The temperature is taken to 50°, then 8 g (0.17 moles) of 70% by weight hydrogen peroxide are introduced in 8 h, and the reaction is allowed to proceed for a further 2 h while maintaining the temperature at 50°. The acetic acid is then distilled (35°, 2... Starting materials: O1C(OCC1)CC(O)C1(CN(C1)C(=O)OCC1=CC=CC=C1)O (Phenylmethyl 3-[2-(1,3-dioxolan-2-yl)-1-hydroxyethyl]-3-hydroxyazetidine-1-carboxylate). Reagents/catalysts: [Pd] (palladium on carbon). Solvent: CO (methanol). The product is O1C(OCC1)CC(O)C1(CNC1)O (3-[2-(1,3-dioxolan-2-yl)-1-hydroxyethyl]azetidin-3-ol). Yield: 100.1%. As a reaction SMILES: [O:1]1[CH2:5][CH2:4][O:3][CH:2]1[CH2:6][CH:7]([C:9]1([OH:23])[CH2:12][N:11](C(OCC2C=CC=CC=2)=O)[CH2:10]1)[OH:8]>CO.[Pd]>[O:1]1[CH2:5][CH2:4][O:3][CH:2]1[CH2:6][CH:7]([C:9]1([OH:23])[CH2:12][NH:11][CH2:10]1)[OH:8]. Procedure details: Phenylmethyl 3-[2-(1,3-dioxolan-2-yl)-1-hydroxyethyl]-3-hydroxyazetidine-1-carboxylate (235 mg, 0.728 mmol) was dissolved in methanol (5 mL) and treated with 5 wt % palladium on carbon (50 mg) under hydrogen at ambient for 1.5 h. The mixture was filtered and the filtrate was concentrated in vacuo to afford 3-[2-(1,3-dioxolan-2-yl)-1-hydroxyethyl]azetidin-3-ol (0.729 mmol): MS (EI) for C8H15NO4: 190 (MH+). The reactants are C(CCCCCCCCCCCCC)OC=1C=NC(=NC1)C1=CC=C(C=C1)CCCCCC (5-tetradecyloxy-2-(4-hexylphenyl)pyrimidine), C(CCCCCCCCCCCCC)OC=1C=NC(=NC1)C1=CC=C(C=C1)CCCCCCCCCC.C(CCCCCCCCCCCCC)OC=1C=NC(=NC1)C1=CC=C(C=C1)CCCCCCCCC (5-tetradecyloxy-2-(4-nonylphenyl)pyrimidine 5-tetradecyloxy-2-(4-decylphenyl)pyrimidine). The product is C(CCCCCCCCCCCCC)OC=1C=NC(=NC1)C1=CC=C(C=C1)CCCCC (5-tetradecyloxy-2-(4-pentylphenyl)pyrimidine). As a reaction SMILES: [CH2:1]([O:15][C:16]1[CH:17]=[N:18][C:19]([C:22]2[CH:27]=[CH:26][C:25]([CH2:28][CH2:29][CH2:30][CH2:31][CH2:32]C)=[CH:24][CH:23]=2)=[N:20][CH:21]=1)[CH2:2][CH2:3][CH2:4][CH2:5][CH2:6][CH2:7][CH2:8][CH2:9][CH2:10][CH2:11][CH2:12][CH2:13][CH3:14].C(OC1C=NC(C2C=CC(CCCCCCCCCC)=CC=2)=NC=1)CCCCCCCCCCCCC.C(OC1C=NC(C2C=CC(CCCCCCCCC)=CC=2)=NC=1)CCCCCCCCCCCCC>>[CH2:1]([O:15][C:16]1[CH:21]=[N:20][C:19]([C:22]2[CH:27]=[CH:26][C:25]([CH2:28][CH2:29][CH2:30][CH2:31][CH3:32])=[CH:24][CH:23]=2)=[N:18][CH:17]=1)[CH2:2][CH2:3][CH2:4][CH2:5][CH2:6][CH2:7][CH2:8][CH2:9][CH2:10][CH2:11][CH2:12][CH2:13][CH3:14] |f:1.2|. Reported procedure: 5-tetradecyloxy-2-(4-hexylphenyl)pyrimidine ##STR38## 5-tetradecyloxy-2-(4-heptylphenyl)pyrimidine 5-tetradecyloxy-2-(4-octylphenyl)pyrimidine ##STR39## 5-tetradecyloxy-2-(4-nonylphenyl)pyrimidine 5-tetradecyloxy-2-(4-decylphenyl)pyrimidine Reactants: Cl (HCl), COC1=CC=C2C=C(C=C(C2=C1)N1CCN(CC1)C(=O)OC(C)(C)C)C1=NC(=NC=C1)NC (Tert-butyl 4-(7-methoxy-3-(2-(methylamino)pyrimidin-4-yl)naphthalen-1-yl)piperazine-1-carboxylate). The solvent is O1CCOCC1 (dioxane), ClCCl (dichloromethane). Reaction conditions: time 15 hour. Product: Cl.COC=1C=C2C(=CC(=CC2=CC1)C1=NC(=NC=C1)NC)N1CCNCC1 (4-(6-methoxy-4-(piperazin-1-yl)naphthalen-2-yl)-N-methylpyrimidin-2-amine hydrochloride), solid. RXN SMILES: [CH3:1][O:2][C:3]1[CH:12]=[C:11]2[C:6]([CH:7]=[C:8]([C:26]3[CH:31]=[CH:30][N:29]=[C:28]([NH:32][CH3:33])[N:27]=3)[CH:9]=[C:10]2[N:13]2[CH2:18][CH2:17][N:16](C(OC(C)(C)C)=O)[CH2:15][CH2:14]2)=[CH:5][CH:4]=1.[ClH:34]>ClCCl.O1CCOCC1>[ClH:34].[CH3:1][O:2][C:3]1[CH:12]=[C:11]2[C:6](=[CH:5][CH:4]=1)[CH:7]=[C:8]([C:26]1[CH:31]=[CH:30][N:29]=[C:28]([NH:32][CH3:33])[N:27]=1)[CH:9]=[C:10]2[N:13]1[CH2:14][CH2:15][NH:16][CH2:17][CH2:18]1 |f:4.5|. Procedure details: Tert-butyl 4-(7-methoxy-3-(2-(methylamino)pyrimidin-4-yl)naphthalen-1-yl)piperazine-1-carboxylate was dissolved in dichloromethane (25 ml) and 4.0 M HCl in dioxane (10 ml) was added to the reaction. The reaction was allowed to stir at room temperature for 15 hours and 4-(6-methoxy-4-(piperazin-1-yl)naphthalen-2-yl)-N-methylpyrimidin-2-amine hydrochloride 112 was isolated by filtration as a yellow solid (1.27 g). LC/MS (m/z): 350 [M+H].